Dataset: the Open Reaction Database (ORD), a public repository of structured organic reaction records. Task: describe an organic reaction: reactants, conditions, products, and yield Reactants: C(#N)NC(=N)NCC1=CC=CC=C1 (N1 -cyano-N3 -benzyl-guanidine), Cl.C(CCCCCCCCCCC)N (dodecylamine hydrochloride). Solvent: C1(=CC(=CC(=C1)C)C)C (mesitylene). Product: Cl.C(C1=CC=CC=C1)NC(=N)NC(=N)NCCCCCCCCCCCC (N1 -benzyl-N5 -dodecyl-biguanide hydrochloride). Yield: 52.3%. RXN SMILES: [C:1]([NH:3][C:4]([NH:6][CH2:7][C:8]1[CH:13]=[CH:12][CH:11]=[CH:10][CH:9]=1)=[NH:5])#[N:2].[ClH:14].[CH2:15]([NH2:27])[CH2:16][CH2:17][CH2:18][CH2:19][CH2:20][CH2:21][CH2:22][CH2:23][CH2:24][CH2:25][CH3:26]>C1(C)C=C(C)C=C(C)C=1>[ClH:14].[CH2:7]([NH:6][C:4]([NH:3][C:1]([NH:27][CH2:15][CH2:16][CH2:17][CH2:18][CH2:19][CH2:20][CH2:21][CH2:22][CH2:23][CH2:24][CH2:25][CH3:26])=[NH:2])=[NH:5])[C:8]1[CH:13]=[CH:12][CH:11]=[CH:10][CH:9]=1 |f:1.2,4.5|. Procedure: To 20 g of N1 -cyano-N3 -benzyl-guanidine and 25.4 g of dodecylamine hydrochloride, 200 ml of mesitylene was added, which was heated and refluxed for 2 hours. After reaction, by the same operation as in Example 1, 23.7 g of the captioned compound was obtained. The reactants are [N+](=O)([O-])OCC1=CN=CN1C1CCCC2=CC=CC=C12 (1-(1,2,3,4-tetrahydro-1-naphthalenyl)-1H-imidazole-5-methanol mononitrate). The reagents and catalysts are [O-2].[Mn+4].[O-2] (manganese(IV) oxide). Solvent: O1CCOCC1 (1,4-dioxane). The product is [N+](=O)(O)[O-].C1(CCCC2=CC=CC=C12)N1C=NC=C1C=O (1-(1,2,3,4-tetrahydro-1-naphthalenyl)-1H-imidazole-5-carboxaldehyde mononitrate). The yield is 53.6%. As a reaction SMILES: [N+:1]([O:4][CH2:5][C:6]1[N:10]([CH:11]2[C:20]3[C:15](=[CH:16][CH:17]=[CH:18][CH:19]=3)[CH2:14][CH2:13][CH2:12]2)[CH:9]=[N:8][CH:7]=1)([O-:3])=[O:2]>[O-2].[Mn+4].[O-2].O1CCOCC1>[N+:1]([O-:4])([OH:3])=[O:2].[CH:11]1([N:10]2[C:6]([CH:5]=[O:4])=[CH:7][N:8]=[CH:9]2)[C:20]2[C:15](=[CH:16][CH:17]=[CH:18][CH:19]=2)[CH2:14][CH2:13][CH2:12]1 |f:1.2.3,5.6|. Reported procedure: A solution of 8.5 parts of 1-(1,2,3,4-tetrahydro-1-naphthalenyl)-1H-imidazole-5-methanol mononitrate and 17 parts of manganese(IV) oxide in 50 parts of 1,4-dioxane was stirred for 10 hours at 90° C. The reaction mixture was filtered and the filtrate was evaporated. The residue was converted into the nitrate salt in 2-propanone and 2,2'-oxybispropane. The salt was filtered off and dried, yielding 5.9 parts (53.6%) of 1-(1,2,3,4-tetrahydro-1-naphthalenyl)-1H-imidazole-5-carboxaldehyde mononitrate;...